This data is from the Open Reaction Database (ORD), a public repository of structured organic reaction records. The task is: describe an organic reaction: reactants, conditions, products, and yield Reaction SMILES: Cl[C:2]1[N:7]=[C:6]([N:8]([CH2:19][CH2:20][CH2:21][CH2:22][CH2:23][CH2:24][CH2:25][CH3:26])[CH:9]2[CH2:14][C:13]([CH3:16])([CH3:15])[NH:12][C:11]([CH3:18])([CH3:17])[CH2:10]2)[N:5]=[C:4]([N:27]([CH:36]2[CH2:41][C:40]([CH3:43])([CH3:42])[NH:39][C:38]([CH3:45])([CH3:44])[CH2:37]2)[CH2:28][CH2:29][CH2:30][CH2:31][CH2:32][CH2:33][CH2:34][CH3:35])[N:3]=1.[NH2:46][CH2:47][CH2:48][CH2:49][CH:50]([CH2:56][NH2:57])[CH2:51][CH2:52][CH2:53][CH2:54][NH2:55]>C1(C)C(C)=CC=CC=1>[CH2:28]([N:27]([C:4]1[N:5]=[C:6]([N:8]([CH:9]2[CH2:10][C:11]([CH3:17])([CH3:18])[NH:12][C:13]([CH3:15])([CH3:16])[CH2:14]2)[CH2:19][CH2:20][CH2:21][CH2:22][CH2:23][CH2:24][CH2:25][CH3:26])[N:7]=[C:2]([NH:46][CH2:47][CH2:48][CH2:49][CH:50]([CH2:56][NH:57][C:2]2[N:3]=[C:4]([N:27]([CH2:28][CH2:29][CH2:30][CH2:31][CH2:32][CH2:33][CH2:34][CH3:35])[CH:36]3[CH2:37][C:38]([CH3:44])([CH3:45])[NH:39][C:40]([CH3:43])([CH3:42])[CH2:41]3)[N:5]=[C:6]([N:8]([CH:9]3[CH2:10][C:11]([CH3:18])([CH3:17])[NH:12][C:13]([CH3:15])([CH3:16])[CH2:14]3)[CH2:19][CH2:20][CH2:21][CH2:22][CH2:23][CH2:24][CH2:25][CH3:26])[N:7]=2)[CH2:51][CH2:52][CH2:53][CH2:54][NH:55][C:2]2[N:3]=[C:4]([N:27]([CH:36]3[CH2:37][C:38]([CH3:44])([CH3:45])[NH:39][C:40]([CH3:43])([CH3:42])[CH2:41]3)[CH2:28][CH2:29][CH2:30][CH2:31][CH2:32][CH2:33][CH2:34][CH3:35])[N:5]=[C:6]([N:8]([CH:9]3[CH2:10][C:11]([CH3:18])([CH3:17])[NH:12][C:13]([CH3:15])([CH3:16])[CH2:14]3)[CH2:19][CH2:20][CH2:21][CH2:22][CH2:23][CH2:24][CH2:25][CH3:26])[N:7]=2)[N:3]=1)[CH:36]1[CH2:37][C:38]([CH3:45])([CH3:44])[NH:39][C:40]([CH3:42])([CH3:43])[CH2:41]1)[CH2:29][CH2:30][CH2:31][CH2:32][CH2:33][CH2:34][CH3:35]. Yields the product C(CCCCCCC)N(C1CC(NC(C1)(C)C)(C)C)C1=NC(=NC(=N1)N(CCCCCCCC)C1CC(NC(C1)(C)C)(C)C)NCCCC(CCCCNC1=NC(=NC(=N1)N(CCCCCCCC)C1CC(NC(C1)(C)C)(C)C)N(CCCCCCCC)C1CC(NC(C1)(C)C)(C)C)CNC1=NC(=NC(=N1)N(C1CC(NC(C1)(C)C)(C)C)CCCCCCCC)N(CCCCCCCC)C1CC(NC(C1)(C)C)(C)C (1,8-Bis[N-(2,4-bis[N-octyl-N-(2,2,6,6-tetramethylpiperid-4-yl)amino]-1,3,5-triazin-6-yl)amino]-4-[N-(2,4-bis[N-octyl-N-(2,2,6,6-tetramethylpiperid-4-yl)amino]-1,3,5-triazin-6 -yl)aminomethyl]octane). Procedure: A solution of 28.3 g of 2-chloro-4,6-bis[N-octyl-N-(2,2,6,6-tetramethyl-4-piperidyl)amino]-1,3,5-triazine [prepared as described in Preparation 2(b)] and 1.0 g of 1,8-diamino-4-aminomethyloctane in 200 ml of xylene was refluxed for 10 hours. It was then treated as described in Example 1 to give a residue, which was purified by column chromatography through silica gel, eluted with a 20:1:1 by volume mixture of ethyl acetate, ethanol and triethylamine, to give the desired Compound No. 14, in the f... Starting materials: ClC1=NC(=NC(=N1)N(C1CC(NC(C1)(C)C)(C)C)CCCCCCCC)N(CCCCCCCC)C1CC(NC(C1)(C)C)(C)C (2-chloro-4,6-bis[N-octyl-N-(2,2,6,6-tetramethyl-4-piperidyl)amino]-1,3,5-triazine), NCCCC(CCCCN)CN (1,8-diamino-4-aminomethyloctane). Run in C=1(C(=CC=CC1)C)C (xylene). Starting materials: BrC1=CC2=CC=C(C=C2C=C1)O (2-bromo-6-hydroxynaphthalene), [H-].[K+] (potassium hydride), C(C1=CC=CC=C1)N1CCC(CC1)=O (1-benzyl-4-piperidone), C(C)(C)(C)[Li] (tert-butyllithium). Product: C(C1=CC=CC=C1)N1CCC(CC1)(C1=CC2=CC=C(C=C2C=C1)O)O (1-benzyl-4-hydroxy-4-(6-hydroxynaphth-2-yl)piperidine). Run in O1CCCC1 (tetrahydrofuran), O1CCCC1 (tetrahydrofuran), O1CCCC1 (tetrahydrofuran). The yield is 15.2%. Procedure details: A solution of 10.0 gm (44.8 mMol) 2-bromo-6-hydroxynaphthalene in tetrahydrofuran was added dropwise to a suspension of 9.42 gm (47.1 mMol) potassium hydride (20% suspension) in 180 mL tetrahydrofuran at 0° C. After stirring at this temperature for 2 hours the reaction mixture was cooled further to -78° C. and to it was added dropwise 58 mL (98.6 mMol) tert-butyllithium (1.7M in tetrahydrofuran). The mixture was stirred for 20 minutes at this temperature and then a solution of 8.73 mL (47.1 mMol... As a reaction SMILES: Br[C:2]1[CH:11]=[CH:10][C:9]2[C:4](=[CH:5][CH:6]=[C:7]([OH:12])[CH:8]=2)[CH:3]=1.[H-].[K+].C([Li])(C)(C)C.[CH2:20]([N:27]1[CH2:32][CH2:31][C:30](=[O:33])[CH2:29][CH2:28]1)[C:21]1[CH:26]=[CH:25][CH:24]=[CH:23][CH:22]=1>O1CCCC1>[CH2:20]([N:27]1[CH2:32][CH2:31][C:30]([OH:33])([C:2]2[CH:11]=[CH:10][C:9]3[C:4](=[CH:5][CH:6]=[C:7]([OH:12])[CH:8]=3)[CH:3]=2)[CH2:29][CH2:28]1)[C:21]1[CH:22]=[CH:23][CH:24]=[CH:25][CH:26]=1 |f:1.2|. Run at temperature -78 celsius, time 2 hour. Starting materials: CN(C)Cc1nc2ncccc2[nH]1, Cl, OCc1cc2ncccc2[nH]1. The product is CN(C)Cc1cc2ncccc2[nH]1. RXN SMILES: [CH3:13][N:14]([CH3:15])[CH2:16][c:17]1[nH:18][c:19]2[c:20]([n:21]1)[n:22][cH:23][cH:24][cH:25]2.[ClH:12].[OH:1][CH2:2][c:3]1[nH:4][c:5]2[cH:6][cH:7][cH:8][n:9][c:10]2[cH:11]1>>[CH2:2]([c:3]1[nH:4][c:5]2[cH:6][cH:7][cH:8][n:9][c:10]2[cH:11]1)[N:14]([CH3:13])[CH3:15]. The reactants are C(C1=CC=CC=C1)OC([C@@H](NC([C@@H](NC([C@@H](NC([C@@H](NC([C@@H](NC(CCC(=O)OC(C)(C)C)=O)CC(OC(C)(C)C)=O)=O)CCC(OC(C)(C)C)=O)=O)CC1=C(C=CC=C1)C)=O)C(C)(C)C)=O)CC(C)C)=O (N-[N-[N-[N-[N-[3-(tert-butoxycarbonyl)propionyl]-O-tert-butyl-L-α-aspartyl]-O-tert-butyl-L-α-glutamyl]-2-methyl-L-phenylalanyl]-3-methyl-L-valyl]-L-leucine benzyl ester). Reagents/catalysts: [Pd] (palladium/carbon). Solvent: CN(C=O)C (dimethylformamide). Product: N[C@@H](CC(C)C)C(=O)O (L-leucine). Reaction SMILES: C([O:8][C:9](=[O:72])[C@H:10]([CH2:68][CH:69]([CH3:71])[CH3:70])[NH:11]C(=O)[C@H](C(C)(C)C)NC(=O)[C@H](CC1C=CC=CC=1C)NC(=O)[C@H](CCC(=O)OC(C)(C)C)NC(=O)[C@H](CC(=O)OC(C)(C)C)NC(=O)CCC(OC(C)(C)C)=O)C1C=CC=CC=1>CN(C)C=O.[Pd]>[NH2:11][C@H:10]([C:9]([OH:72])=[O:8])[CH2:68][CH:69]([CH3:71])[CH3:70]. Procedure details: A solution of 6.8 g (6.75 mmol) of N-[N-[N-[N-[N-[3-(tert-butoxycarbonyl)propionyl]-O-tert-butyl-L-α-aspartyl]-O-tert-butyl-L-α-glutamyl]-2-methyl-L-phenylalanyl]-3-methyl-L-valyl]-L-leucine benzyl ester in 200 ml of dimethylformamide was hydrogenated over 600 mg of 10% palladium/carbon for 1 hour. The catalyst was removed by filtration and the filtrate was evaporated to give 15 g of crude product which was chromatographed on silica gel using 10-15% methanol in dichloromethane for the elution to... The reactants are [Cl-].[NH4+] (ammonium chloride), BrC1=C(C=CC2=CC=CC=C12)C=CCO (3-(1-bromo-2-naphthalenyl)-2-propenol), N1=C(C=C(C=C1C)C)C (collidine), [Cl-].[Li+] (lithium chloride), CS(=O)(=O)Cl (methanesulfonyl chloride). Run in CN(C)C=O (DMF). Reaction conditions: time 16 hour. The product is BrC1=C(C=CC2=CC=CC=C12)C=CCCl (1-bromo-2-(3-chloro-1-propenyl)naphthalene). The yield is 38.4%. RXN SMILES: [Br:1][C:2]1[C:11]2[C:6](=[CH:7][CH:8]=[CH:9][CH:10]=2)[CH:5]=[CH:4][C:3]=1[CH:12]=[CH:13][CH2:14]O.N1C(C)=CC(C)=CC=1C.[Cl-].[Li+].CS([Cl:31])(=O)=O.[Cl-].[NH4+]>CN(C=O)C>[Br:1][C:2]1[C:11]2[C:6](=[CH:7][CH:8]=[CH:9][CH:10]=2)[CH:5]=[CH:4][C:3]=1[CH:12]=[CH:13][CH2:14][Cl:31] |f:2.3,5.6|. Procedure: A solution of Example 3C (0.85 g, 3.24 mmol), collidine (0.94 mL, 7.13 mmol) and lithium chloride (0.21 g, 4.97 mmol) in DMF (10 mL) at 0° C. was treated with methanesulfonyl chloride (0.38 mL, 4.87 mmol), stirred 16 hours at room temperature, poured into aqueous ammonium chloride, and extracted with ethyl acetate. The ethyl acetate was washed with water, brine, dried (MgSO4), filtered, concentrated, and purified on silica gel with 3% ethyl acetate/hexanes to provide 0.35 g (38%) of the desired ... Starting materials: Brc1nccs1, CCCC[Sn](Cl)(CCCC)CCCC, [Li]CCCC, C1CCOC1. Product: CCCC[Sn](CCCC)(CCCC)c1nccs1. RXN SMILES: [Br:1][c:2]1[s:3][cH:4][cH:5][n:6]1.[CH2:12]([CH2:13][CH2:14][CH3:15])[Sn:16]([CH2:17][CH2:18][CH2:19][CH3:20])([CH2:21][CH2:22][CH2:23][CH3:24])[Cl:25].[CH2:7]([Li:8])[CH2:9][CH2:10][CH3:11].[O:26]1[CH2:27][CH2:28][CH2:29][CH2:30]1>>[c:2]1([Sn:16]([CH2:12][CH2:13][CH2:14][CH3:15])([CH2:17][CH2:18][CH2:19][CH3:20])[CH2:21][CH2:22][CH2:23][CH3:24])[s:3][cH:4][cH:5][n:6]1. Reactants: CN(C)CCC1CCc2cc(OCc3ccc(Br)cc3)ccc2C1, Cc1ccccc1, CCO, Cl, [Na+], [Na+], O=C([O-])[O-], O, [Pd], c1ccc(P(c2ccccc2)c2ccccc2)cc1, c1ccc(P(c2ccccc2)c2ccccc2)cc1, c1ccc(P(c2ccccc2)c2ccccc2)cc1, c1ccc(P(c2ccccc2)c2ccccc2)cc1. The product is Cl, Cc1ccc(-c2ccc(COc3ccc4c(c3)CCC(CCN(C)C)C4)cc2)cc1. As a reaction SMILES: [Br:2][c:3]1[cH:4][cH:5][c:6]([CH2:7][O:8][c:9]2[cH:10][c:11]3[c:16]([cH:17][cH:18]2)[CH2:15][CH:14]([CH2:19][CH2:20][N:21]([CH3:22])[CH3:23])[CH2:13][CH2:12]3)[cH:24][cH:25]1.[CH3:26][c:27]1[cH:28][cH:29][cH:30][cH:31][cH:32]1.[CH3:33][CH2:34][OH:35].[ClH:1].[Na+:36].[Na+:37].[O-:38][C:39](=[O:40])[O-:41].[OH2:42].[Pd:43].[c:101]1([P:102]([c:103]2[cH:104][cH:105][cH:106][cH:107][cH:108]2)[c:109]2[cH:110][cH:111][cH:112][cH:113][cH:114]2)[cH:115][cH:116][cH:117][cH:118][cH:119]1.[c:44]1([P:45]([c:46]2[cH:47][cH:48][cH:49][cH:50][cH:51]2)[c:52]2[cH:53][cH:54][cH:55][cH:56][cH:57]2)[cH:58][cH:59][cH:60][cH:61][cH:62]1.[c:63]1([P:64]([c:65]2[cH:66][cH:67][cH:68][cH:69][cH:70]2)[c:71]2[cH:72][cH:73][cH:74][cH:75][cH:76]2)[cH:77][cH:78][cH:79][cH:80][cH:81]1.[c:82]1([P:83]([c:84]2[cH:85][cH:86][cH:87][cH:88][cH:89]2)[c:90]2[cH:91][cH:92][cH:93][cH:94][cH:95]2)[cH:96][cH:97][cH:98][cH:99][cH:100]1>>[ClH:1].[c:3]1(-[c:30]2[cH:29][cH:28][c:27]([CH3:26])[cH:32][cH:31]2)[cH:4][cH:5][c:6]([CH2:7][O:8][c:9]2[cH:10][c:11]3[c:16]([cH:17][cH:18]2)[CH2:15][CH:14]([CH2:19][CH2:20][N:21]([CH3:22])[CH3:23])[CH2:13][CH2:12]3)[cH:24][cH:25]1. Reactants: [BH4-], COC(=O)C=CCCCCCC1c2ccc(OC)cc2SCC1(C)c1ccc(OC)cc1, CO, [Na+], [Ni], C1CCOC1, O. The product is COC(=O)CCCCCCCC1c2ccc(OC)cc2SCC1(C)c1ccc(OC)cc1. As a reaction SMILES: [BH4-:33].[CH3:1][O:2][c:3]1[cH:4][cH:5][c:6]2[c:11]([cH:12]1)[S:10][CH2:9][C:8]([CH3:13])([c:14]1[cH:15][cH:16][c:17]([O:20][CH3:21])[cH:18][cH:19]1)[CH:7]2[CH2:22][CH2:23][CH2:24][CH2:25][CH2:26][CH:27]=[CH:28][C:29](=[O:30])[O:31][CH3:32].[CH3:36][OH:37].[Na+:34].[Ni:43].[O:38]1[CH2:39][CH2:40][CH2:41][CH2:42]1.[OH2:35]>>[CH3:1][O:2][c:3]1[cH:4][cH:5][c:6]2[c:11]([cH:12]1)[S:10][CH2:9][C:8]([CH3:13])([c:14]1[cH:15][cH:16][c:17]([O:20][CH3:21])[cH:18][cH:19]1)[CH:7]2[CH2:22][CH2:23][CH2:24][CH2:25][CH2:26][CH2:27][CH2:28][C:29](=[O:30])[O:31][CH3:32]. Starting materials: O=CC1CCC(c2ccc(Br)cc2)CC1, CCOC(=O)CP(=O)(OCC)OCC, [K+], C1CCOC1, [OH-], O. Product: CCOC(=O)C=CC1CCC(c2ccc(Br)cc2)CC1. As a reaction SMILES: [Br:1][c:2]1[cH:3][cH:4][c:5]([CH:8]2[CH2:9][CH2:10][CH:11]([CH:14]=[O:15])[CH2:12][CH2:13]2)[cH:6][cH:7]1.[CH3:18][CH2:19][O:20][C:21](=[O:22])[CH2:23][P:24]([O:25][CH2:26][CH3:27])([O:28][CH2:29][CH3:30])=[O:31].[K+:17].[O:32]1[CH2:33][CH2:34][CH2:35][CH2:36]1.[OH-:16].[OH2:37]>>[Br:1][c:2]1[cH:3][cH:4][c:5]([CH:8]2[CH2:9][CH2:10][CH:11]([CH:14]=[CH:23][C:21]([O:20][CH2:19][CH3:18])=[O:22])[CH2:12][CH2:13]2)[cH:6][cH:7]1. Starting materials: ClC(C(=O)OCC)C=O (Ethyl 2-chloro-3-oxopropanoate), Heterocycles, COCCOC1=CC(=NC=C1)N (4-(2-methoxyethoxy)pyridin-2-amine). Run in CCO (EtOH). Product: COCCOC1=CC=2N(C=C1)C(=CN2)C(=O)OCC (ethyl 7-(2-methoxyethoxy)imidazo[1,2-a]pyridine-3-carboxylate). Isolated yield 57.0%. As a reaction SMILES: Cl[CH:2]([CH:8]=O)[C:3]([O:5][CH2:6][CH3:7])=[O:4].[CH3:10][O:11][CH2:12][CH2:13][O:14][C:15]1[CH:20]=[CH:19][N:18]=[C:17]([NH2:21])[CH:16]=1>CCO>[CH3:10][O:11][CH2:12][CH2:13][O:14][C:15]1[CH:20]=[CH:19][N:18]2[C:2]([C:3]([O:5][CH2:6][CH3:7])=[O:4])=[CH:8][N:21]=[C:17]2[CH:16]=1. Procedure details: Ethyl 2-chloro-3-oxopropanoate (5.1 g, 33.9 mmol, Heterocycles 1991, pg. 699) and 4-(2-methoxyethoxy)pyridin-2-amine (5.70 g, 33.9 mmol) was dissolved in EtOH (50 mL) and heated to reflux overnight. The crude reaction mixture was concentrated and purified by flash column chromatography (EtOAc/MeOH 10:0 to 10:1) provided the desired product (57%).